From a dataset of the Open Reaction Database (ORD), a public repository of structured organic reaction records. describe an organic reaction: reactants, conditions, products, and yield Reactants: COc1cc(C)c(NC(C)=O)cc1[N+](=O)[O-], CO, Cl, C1COCCO1. Yields the product COc1cc(C)c(N)cc1[N+](=O)[O-], Cl. RXN SMILES: [CH3:1][c:2]1[c:3]([NH:13][C:14](=[O:15])[CH3:16])[cH:4][c:5]([N+:10](=[O:11])[O-:12])[c:6]([O:8][CH3:9])[cH:7]1.[CH3:24][OH:25].[ClH:23].[O:17]1[CH2:18][CH2:19][O:20][CH2:21][CH2:22]1>>[CH3:1][c:2]1[c:3]([NH2:13])[cH:4][c:5]([N+:10](=[O:11])[O-:12])[c:6]([O:8][CH3:9])[cH:7]1.[ClH:23]. Starting materials: F[B-](F)(F)F, CC(C)C(=O)NN, CC(C)(C)OC(=O)NCCC(=O)O, CCN(C(C)C)C(C)C, ClCCl, C1CCOC1, CN(C)C(On1nnc2ccccc21)=[N+](C)C. Product: CC(C)C(=O)NNC(=O)CCNC(=O)OC(C)(C)C. Reaction SMILES: [B-:21]([F:22])([F:23])([F:24])[F:25].[C:14]([CH:15]([CH3:16])[CH3:17])(=[O:18])[NH:19][NH2:20].[C:1]([CH3:2])([CH3:3])([CH3:4])[O:5][C:6](=[O:7])[NH:8][CH2:9][CH2:10][C:11](=[O:12])[OH:13].[CH:43]([N:44]([CH:45]([CH3:46])[CH3:47])[CH2:48][CH3:49])([CH3:50])[CH3:51].[Cl:52][CH2:53][Cl:54].[O:55]1[CH2:56][CH2:57][CH2:58][CH2:59]1.[n:26]1([O:27][C:28]([N:29]([CH3:30])[CH3:31])=[N+:32]([CH3:33])[CH3:34])[c:35]2[cH:36][cH:37][cH:38][cH:39][c:40]2[n:41][n:42]1>>[C:1]([CH3:2])([CH3:3])([CH3:4])[O:5][C:6](=[O:7])[NH:8][CH2:9][CH2:10][C:11](=[O:13])[NH:20][NH:19][C:14]([CH:15]([CH3:16])[CH3:17])=[O:18]. The reactants are [OH-].[K+] (KOH), C1(CCCCC1)C(=O)OC1=C(C=C(C=C1C)Cl)C(C)=O (2-Acetyl-4-chloro-6-methylphenyl cyclohexanecarboxylate), Cl (hydrochloric acid). The solvent is N1=CC=CC=C1 (pyridine). Reaction conditions: temperature 50 celsius, time 1 hour. Yields the product ClC=1C=C(C(=C(C1)C(CC(=O)C1CCCCC1)=O)O)C (1-(5-Chloro-2-hydroxy-3-methylphenyl)-3-cyclohexyl-1,3-propanedione). Yield: 154.2%. As a reaction SMILES: C1(C([O:9][C:10]2[C:15]([CH3:16])=[CH:14][C:13]([Cl:17])=[CH:12][C:11]=2[C:18](=[O:20])[CH3:19])=O)CCCCC1.[OH-:21].[K+].Cl>N1C=CC=CC=1>[Cl:17][C:13]1[CH:14]=[C:15]([CH3:16])[C:10]([OH:9])=[C:11]([C:18](=[O:20])[CH2:19][C:18]([CH:11]2[CH2:12][CH2:13][CH2:14][CH2:15][CH2:10]2)=[O:21])[CH:12]=1 |f:1.2|. Reported procedure: 2-Acetyl-4-chloro-6-methylphenyl cyclohexanecarboxylate (12 g, 0.0408 mole) was dissolved in pyridine (60 ml) and to the solution was added KOH powder (3 g, 0.0536 mole) with stirring at 50° C. The stirring was continued for 1 hour. The reaction mixture was cooled and poured into diluted hydrochloric acid and extracted with hexane-ethyl acetate (2:1). The extract was washed with water and dried (MgSO4). The solvent was distilled off under reduced pressure. The residue was treated with cold metha... Starting materials: C=CCC1=CC(O[Si](C)(C)C(C)(C)C)CC1=O, CCOCC, [Li]C, C1CCOC1, O=C(O)CC(O)(CC(=O)O)C(=O)O. Product: C=CCC1=CC(O[Si](C)(C)C(C)(C)C)CC1(C)O. Reaction SMILES: [C:1]([CH3:2])([CH3:3])([CH3:4])[Si:5]([CH3:6])([CH3:7])[O:8][CH:9]1[CH:10]=[C:11]([CH2:15][CH:16]=[CH2:17])[C:12](=[O:14])[CH2:13]1.[CH3:38][CH2:39][O:40][CH2:41][CH3:42].[Li:23][CH3:24].[O:18]1[CH2:19][CH2:22][CH2:21][CH2:20]1.[OH:25][C:26]([CH2:27][C:28]([C:29](=[O:30])[OH:31])([CH2:32][C:33](=[O:34])[OH:35])[OH:36])=[O:37]>>[C:1]([CH3:2])([CH3:3])([CH3:4])[Si:5]([CH3:6])([CH3:7])[O:8][CH:9]1[CH:10]=[C:11]([CH2:15][CH:16]=[CH2:17])[C:12]([OH:14])([CH3:19])[CH2:13]1. Reactants: N(N)C1=C2C(=NC=C1C(=O)OCC)N(N=C2)CC2=CC=CO2 (4-hydrazino-1-furfurylpyrazolo-[3,4-b]pyridine-5-carboxylic acid, ethyl ester), C(C)N1N=CC=2C1=NC=C(C2NN)C(=O)OCC (1-ethyl-4-hydrazino-1H-pyrazolo[3,4-b]pyridine-5-carboxylic acid, ethyl ester). Yields the product C(C1=CC=CO1)N1N=CC2=C1N=CC=1C(NC=3N(C12)N=CN3)=O (8-furfuryl-4H-pyrazolo[4',3':5,6]pyrido[3,4-e][1,2,4]triazolo[1,5-a]pyrimidin-5(8H)-one). As a reaction SMILES: [NH:1]([C:3]1[C:8]([C:9]([O:11]CC)=O)=[CH:7][N:6]=[C:5]2[N:14]([CH2:17][C:18]3[O:22][CH:21]=[CH:20][CH:19]=3)[N:15]=[CH:16][C:4]=12)[NH2:2].[CH2:23]([N:25]1[C:29]2=[N:30]C=C(C(OCC)=O)C(NN)=C2C=N1)C>>[CH2:17]([N:14]1[C:5]2[N:6]=[CH:7][C:8]3[C:9](=[O:11])[NH:30][C:29]4[N:1]([N:2]=[CH:23][N:25]=4)[C:3]=3[C:4]=2[CH:16]=[N:15]1)[C:18]1[O:22][CH:21]=[CH:20][CH:19]=1. Procedure details: By substituting 4-hydrazino-1-furfurylpyrazolo-[3,4-b]pyridine-5-carboxylic acid, ethyl ester for the 1-ethyl-4-hydrazino-1H-pyrazolo[3,4-b]pyridine-5-carboxylic acid, ethyl ester in Example 1, 8-furfuryl-4H-pyrazolo[4',3':5,6]pyrido[3,4-e][1,2,4]triazolo[1,5-a]pyrimidin-5(8H)-one is obtained. This compound is now processed as in Example 4, substituting bromobenzene for the methyl iodide. A small amount of copper catalyst is added to obtain 8-furfuryl-4-phenyl-4H-pyrazolo[4',3': 5,6]pyrido[3,4-e...